From a dataset of the Open Reaction Database (ORD), a public repository of structured organic reaction records. describe an organic reaction: reactants, conditions, products, and yield Reactants: ClC=1C=CC(=C2C(=C(C(=NC12)C)OC1=CC=C(C=C1)Cl)C)OS(=O)(=O)C(F)(F)F (trifluoromethanesulfonic acid 8-chloro-3-(4-chlorophenoxy)-2,4-dimethylquinolin-5-yl ester), C(C)(C)(C)[Si](C)(C)OC(=C)OC (tert-butyl-(1-methoxyvinyloxy)dimethyl silane), C(C)(=O)[O-].[Na+] (sodium acetate). The reagents and catalysts are [Pd].[Pd].C(C1=CC=CC=C1)=CC(=O)C=CC1=CC=CC=C1.C(C1=CC=CC=C1)=CC(=O)C=CC1=CC=CC=C1.C(C1=CC=CC=C1)=CC(=O)C=CC1=CC=CC=C1 (tris(dibenzylideneacetone) dipalladium), C1(=CC=CC=C1)P([C-]1C=CC=C1)C1=CC=CC=C1.[C-]1(C=CC=C1)P(C1=CC=CC=C1)C1=CC=CC=C1.[Fe+2] (1,1′-bis(diphenylphospino) ferrocene). Solvent: CN(C=O)C (N,N-dimethylformamide). Run at temperature 120 celsius. Yields the product COC(COC1=C2C(=C(C(=NC2=C(C=C1)Cl)C)OC1=CC=C(C=C1)Cl)C)=O ([8-chloro-3-(4-chlorophenoxy)-2,4-dimethylquinolin-5-yloxy]acetic Acid Methyl Ester). As a reaction SMILES: [Cl:1][C:2]1[CH:3]=[CH:4][C:5]([O:22]S(C(F)(F)F)(=O)=O)=[C:6]2[C:11]=1[N:10]=[C:9]([CH3:12])[C:8]([O:13][C:14]1[CH:19]=[CH:18][C:17]([Cl:20])=[CH:16][CH:15]=1)=[C:7]2[CH3:21].C([Si]([O:37][C:38]([O:40][CH3:41])=[CH2:39])(C)C)(C)(C)C.C([O-])(=O)C.[Na+]>CN(C)C=O.[Pd].[Pd].C(=CC(C=CC1C=CC=CC=1)=O)C1C=CC=CC=1.C(=CC(C=CC1C=CC=CC=1)=O)C1C=CC=CC=1.C(=CC(C=CC1C=CC=CC=1)=O)C1C=CC=CC=1.C1(P(C2C=CC=CC=2)[C-]2C=CC=C2)C=CC=CC=1.[C-]1(P(C2C=CC=CC=2)C2C=CC=CC=2)C=CC=C1.[Fe+2]>[CH3:41][O:40][C:38](=[O:37])[CH2:39][O:22][C:5]1[CH:4]=[CH:3][C:2]([Cl:1])=[C:11]2[C:6]=1[C:7]([CH3:21])=[C:8]([O:13][C:14]1[CH:19]=[CH:18][C:17]([Cl:20])=[CH:16][CH:15]=1)[C:9]([CH3:12])=[N:10]2 |f:2.3,5.6.7.8.9,10.11.12|. Procedure details: A mixture of trifluoromethanesulfonic acid 8-chloro-3-(4-chlorophenoxy)-2,4-dimethylquinolin-5-yl ester (0.20 g), tert-butyl-(1-methoxyvinyloxy)dimethyl silane (0.40 g), sodium acetate (0.044 g), tris(dibenzylideneacetone) dipalladium (0.020 g) and 1,1′-bis(diphenylphospino) ferrocene (0)(0.012 g) in N,N-dimethylformamide (5.0 mL) was heated by microwave irradiation at 120° C. for 15 minutes. The mixture was purified by column chromatography on silica gel, eluting with a mixture of pentane and d... Product: OC1=C(C=C(C=C1)C=1OC2=CC=C(C=C2C(C1O)=O)C)NC(C)=O (N-[2-hydroxy-5-(3-hydroxy-6-methyl-4-oxo-4H-chromen-2-yl)phenyl]acetamide). The yield is 44.0%. Starting materials: NC=1C=C(C=CC1O)C=1OC2=CC=C(C=C2C(C1O)=O)C (2-(3-amino-4-hydroxyphenyl)-3-hydroxy-6-methyl-4H-chromen-4-one), C(C)(=O)OC(C)=O (acetic anhydride). Run in ClCCl (dichloromethane). Reported procedure: The compound prepared in Example 5 (10 mg, 35 μmol) was dissolved in dichloromethane (2 ml) and reacted with excess acetic anhydride for 1 hour at room temperature. The mixture was concentrated and the residue was purified by silica gel column chromatography (eluent: 50% ethylacetate/hexane) to give 5 mg (Yield 44%) of the title compound. As a reaction SMILES: [NH2:1][C:2]1[CH:3]=[C:4]([C:9]2[O:10][C:11]3[C:16]([C:17](=[O:20])[C:18]=2[OH:19])=[CH:15][C:14]([CH3:21])=[CH:13][CH:12]=3)[CH:5]=[CH:6][C:7]=1[OH:8].[C:22](OC(=O)C)(=[O:24])[CH3:23]>ClCCl>[OH:8][C:7]1[CH:6]=[CH:5][C:4]([C:9]2[O:10][C:11]3[C:16]([C:17](=[O:20])[C:18]=2[OH:19])=[CH:15][C:14]([CH3:21])=[CH:13][CH:12]=3)=[CH:3][C:2]=1[NH:1][C:22](=[O:24])[CH3:23]. Reactants: O=Cc1cc2c(cc1[N+](=O)[O-])OCO2, CC(C)=O, [K+], O=[Mn](=O)(=O)[O-], O. Yields the product O=C(O)c1cc2c(cc1[N+](=O)[O-])OCO2. RXN SMILES: [CH2:1]1[O:2][c:3]2[cH:4][c:5]([CH:6]=[O:7])[c:8]([N+:12](=[O:13])[O-:14])[cH:9][c:10]2[O:11]1.[CH3:22][C:23](=[O:24])[CH3:25].[K+:20].[Mn:15](=[O:16])([O-:17])(=[O:18])=[O:19].[OH2:21]>>[CH2:1]1[O:2][c:3]2[cH:4][c:5]([C:6](=[O:7])[OH:16])[c:8]([N+:12](=[O:13])[O-:14])[cH:9][c:10]2[O:11]1. Reactants: C(=O)C1=C(C=CC(=C1)[N+](=O)[O-])SBr (2-formyl-4-nitrophenylsulfenyl bromide), N (ammonia). RXN SMILES: [CH:1]([C:3]1[CH:8]=[C:7]([N+:9]([O-:11])=[O:10])[CH:6]=[CH:5][C:4]=1[S:12]Br)=O.[NH3:14]>>[N+:9]([C:7]1[CH:6]=[CH:5][C:4]2[S:12][N:14]=[CH:1][C:3]=2[CH:8]=1)([O-:11])=[O:10]. Product: [N+](=O)([O-])C=1C=CC2=C(C=NS2)C1 (5-nitro-1,2-benzisothiazole). Procedure details: Angewandte Chemie, 36 (1923), 159 and Berichte der deutschen Chemischen Gesellschaft, 58 (1925), 2,095 disclose that thionaphthene-2,3-dione may be reacted with ammonia and hydrogen peroxide to give 3-carbamyl-1,2-benzisothiazole and that 1,2-benzisothiazole may be obtained from the latter by hydrolysis and decarboxylation. Berichte, 56 (1923), 1,630 and Liebigs Annalen der Chemie, 454 (1927), 264 describe the reaction of 2-formyl-4-nitrophenylsulfenyl bromide with ammonia to give 5-nitro-1,2-be... Reaction SMILES: [NH2:1][CH2:2][CH2:3][CH2:4][N:5]1[C:14]2[C:9](=[N:10][CH:11]=[C:12]([CH2:15][C:16]3[CH:21]=[CH:20][C:19]([F:22])=[CH:18][CH:17]=3)[CH:13]=2)[C:8]([OH:23])=[C:7]([C:24]([NH:26][CH2:27][CH2:28][O:29][CH2:30][CH3:31])=[O:25])[C:6]1=[O:32].[O:33]1[CH:37]=[CH:36][CH:35]=[C:34]1[C:38](Cl)=[O:39].CCN(C(C)C)C(C)C>CN(C=O)C>[CH2:30]([O:29][CH2:28][CH2:27][NH:26][C:24]([C:7]1[C:6](=[O:32])[N:5]([CH2:4][CH2:3][CH2:2][NH:1][C:38]([C:34]2[O:33][CH:37]=[CH:36][CH:35]=2)=[O:39])[C:14]2[C:9]([C:8]=1[OH:23])=[N:10][CH:11]=[C:12]([CH2:15][C:16]1[CH:17]=[CH:18][C:19]([F:22])=[CH:20][CH:21]=1)[CH:13]=2)=[O:25])[CH3:31]. Product: C(C)OCCNC(=O)C=1C(N(C2=CC(=CN=C2C1O)CC1=CC=C(C=C1)F)CCCNC(=O)C=1OC=CC1)=O (N-[2-(ethyloxy)ethyl]-7-[(4-fluorophenyl)methyl]-1-{3-[(2-furanylcarbonyl)amino]propyl}-4-hydroxy-2-oxo-1,2-dihydro-1,5-naphthyridine-3-carboxamide). Starting materials: NCCCN1C(C(=C(C2=NC=C(C=C12)CC1=CC=C(C=C1)F)O)C(=O)NCCOCC)=O (1-(3-aminopropyl)-N-[2-(ethyloxy)ethyl]-7-[(4-fluorophenyl)methyl]-4-hydroxy-2-oxo-1,2-dihydro-1,5-naphthyridine-3-carboxamide), O1C(=CC=C1)C(=O)Cl (2-furancarbonyl chloride), CCN(C(C)C)C(C)C (DIEA). Reported procedure: A mixture of 1-(3-aminopropyl)-N-[2-(ethyloxy)ethyl]-7-[(4-fluorophenyl)methyl]-4-hydroxy-2-oxo-1,2-dihydro-1,5-naphthyridine-3-carboxamide (25 mg, 0.057), 2-furancarbonyl chloride (5.8 μL, 0.059 mmol) and DIEA (49 μL, 0.282 mmol) was combined in anhydrous DMF (1.5 mL). After stirring under nitrogen at ambient temperature for 0.5 hrs, the reaction mixture was evaporated in vacuo and partitioned between EtOAc and 1N NaHSO4. The aqueous layer was separated and back-extracted with EtOAc. The combin... Run in CN(C)C=O (DMF). Conditions: time 0.5 hour.